describe an organic reaction: reactants, conditions, products, and yield From a dataset of the Open Reaction Database (ORD), a public repository of structured organic reaction records. Reactants: C1(=CC=CC=C1)NC(=S)N (phenyl thiourea), N1C=NC=C1 (imidazole), ClC1=C(C(=C(C=C1)NC(=S)NC1=C(C=CC=C1)C(F)(F)F)O)S(=O)(=O)N(C)C (N-[4-chloro-2-hydroxy-3-(N″,N″-dimethylaminosulfonyl)phenyl]-N′-(2-trifluoromethylphenyl)thiourea), [Si](C)(C)(C(C)(C)C)Cl (tert-butyldimethylsilyl chloride). Yields the product FC(C1=C(C=CC=C1)NC(=S)NC1=C(C(=C(C=C1)Cl)S(=O)(=O)N(C)C)O[Si](C)(C)C(C)(C)C)(F)F (N-(2-Trifluoromethylphenyl)-N′-[4-chloro-2-tert-butyldimethylsilyloxy-3(N″,N″-dimethylaminosulfonyl)phenyl]thiourea). Yield: 44.0%. As a reaction SMILES: C1(NC(N)=S)C=CC=CC=1.[Cl:11][C:12]1[CH:17]=[CH:16][C:15]([NH:18][C:19]([NH:21][C:22]2[CH:27]=[CH:26][CH:25]=[CH:24][C:23]=2[C:28]([F:31])([F:30])[F:29])=[S:20])=[C:14]([OH:32])[C:13]=1[S:33]([N:36]([CH3:38])[CH3:37])(=[O:35])=[O:34].[Si:39](Cl)([C:42]([CH3:45])([CH3:44])[CH3:43])([CH3:41])[CH3:40].N1C=CN=C1>>[F:31][C:28]([F:29])([F:30])[C:23]1[CH:24]=[CH:25][CH:26]=[CH:27][C:22]=1[NH:21][C:19]([NH:18][C:15]1[CH:16]=[CH:17][C:12]([Cl:11])=[C:13]([S:33]([N:36]([CH3:38])[CH3:37])(=[O:35])=[O:34])[C:14]=1[O:32][Si:39]([C:42]([CH3:45])([CH3:44])[CH3:43])([CH3:41])[CH3:40])=[S:20]. Procedure details: Following the general procedure for protected phenyl thiourea formation outlined in example 12, N-[4-chloro-2-hydroxy-3-(N″,N″-dimethylaminosulfonyl)phenyl]-N′-(2-trifluoromethylphenyl)thiourea (416 mg, 1.0 mmol), tert-butyldimethylsilyl chloride (750 mg, 5.0 mmol) and imidazole (136 mg, 2.0 mmol) were reacted to form the desired product (250 mg, 45%). EI-MS m/z 568.0 (M+).